From a dataset of the Open Reaction Database (ORD), a public repository of structured organic reaction records. describe an organic reaction: reactants, conditions, products, and yield The reactants are BrN1C(CCC1=O)=O (N-bromosuccinimide), AlBN, C(C)OC(=O)C1=NN(C(=C1C)C1=CC=C(C=C1)Cl)C1=C(C=CC=C1)Cl (1-(2-chloro-phenyl)-5-(4-chloro-phenyl)-4-methyl-1H-pyrazole-3-carboxylic acid ethyl ester). The solvent is C(Cl)(Cl)(Cl)Cl (CCl4). Product: C(C)OC(=O)C1=NN(C(=C1CBr)C1=CC=C(C=C1)Cl)C1=C(C=CC=C1)Cl (4-Bromomethyl-1-(2-chloro-phenyl)-5-(4-chloro-phenyl)-1H-pyrazole-3-carboxylic acid ethyl ester). Isolated yield 64.0%. RXN SMILES: [CH2:1]([O:3][C:4]([C:6]1[C:10]([CH3:11])=[C:9]([C:12]2[CH:17]=[CH:16][C:15]([Cl:18])=[CH:14][CH:13]=2)[N:8]([C:19]2[CH:24]=[CH:23][CH:22]=[CH:21][C:20]=2[Cl:25])[N:7]=1)=[O:5])[CH3:2].[Br:26]N1C(=O)CCC1=O>C(Cl)(Cl)(Cl)Cl>[CH2:1]([O:3][C:4]([C:6]1[C:10]([CH2:11][Br:26])=[C:9]([C:12]2[CH:17]=[CH:16][C:15]([Cl:18])=[CH:14][CH:13]=2)[N:8]([C:19]2[CH:24]=[CH:23][CH:22]=[CH:21][C:20]=2[Cl:25])[N:7]=1)=[O:5])[CH3:2]. Reported procedure: A mixture of 1-(2-chloro-phenyl)-5-(4-chloro-phenyl)-4-methyl-1H-pyrazole-3-carboxylic acid ethyl ester I-4a (2.8 g, 7.46 mmol), N-bromosuccinimide (1.6 g, 8.95 mmol), AlBN (245 mg, 1.49 mmol) in CCl4 (60 ml) was heated under reflux for 17 hours. The reaction was cooled to room temperature, filtered to remove any solids, and concentrated under vacuum. The crude residue was purified via silica gel chromatorgraphy (Flash 40) using a solvent gradient of 10% EtOAc/hexanes to 20% EtOAc/hexanes to giv...